describe an organic reaction: reactants, conditions, products, and yield From a dataset of the Open Reaction Database (ORD), a public repository of structured organic reaction records. Reactants: C(C)(C)(C)OC(=O)N1[C@@H](C[C@@H](C1)SCC1=CC=C(C=C1)OC)C(=O)OC ((2S, 4S)-1-(t-butoxycarbonyl)-4-(4-methoxybenzylthio)-2-methoxycarbonylpyrrolidine), C([O-])(O)=O.[Na+] (sodium bicarbonate), Cl (hydrogen chloride). Run in C(C)(=O)OCC (ethyl acetate), C(C)(=O)OCC (ethyl acetate). Reaction conditions: time 1 hour. Yields the product COC1=CC=C(CS[C@H]2C[C@H](NC2)C(=O)OC)C=C1 ((2S, 4S)-4-(4-methoxybenzylthio)-2-methoxycarbonylpyrrolidine). Yield: 85.7%. Reaction SMILES: Cl.C(OC([N:9]1[CH2:13][C@@H:12]([S:14][CH2:15][C:16]2[CH:21]=[CH:20][C:19]([O:22][CH3:23])=[CH:18][CH:17]=2)[CH2:11][C@H:10]1[C:24]([O:26][CH3:27])=[O:25])=O)(C)(C)C.C(=O)(O)[O-].[Na+]>C(OCC)(=O)C>[CH3:23][O:22][C:19]1[CH:18]=[CH:17][C:16]([CH2:15][S:14][C@@H:12]2[CH2:13][NH:9][C@H:10]([C:24]([O:26][CH3:27])=[O:25])[CH2:11]2)=[CH:21][CH:20]=1 |f:2.3|. Procedure: 27.3 ml of a 4N ethyl acetate solution of hydrogen chloride were added, whilst ice-cooling, to a solution of 5.22 g of (2S, 4S)-1-(t-butoxycarbonyl)-4-(4-methoxybenzylthio)-2-methoxycarbonylpyrrolidine [prepared as described in step (8) above] dissolved in 14 ml of ethyl acetate, and the mixture was stirred at room temperature for 1 hour. The reaction mixture was then poured into a saturated aqueous solution of sodium bicarbonate and extracted with ethyl acetate. The extract was washed with an a...